This data is from the Open Reaction Database (ORD), a public repository of structured organic reaction records. The task is: describe an organic reaction: reactants, conditions, products, and yield The reactants are C(C)(=O)O[C@H]1[C@@H](O[C@@H]([C@H]([C@@H]1OC(C)=O)OC(C)=O)COC(C)=O)OC1=NNC(=C1CC1=C(C=C(C=C1)OCCCN)C)C(C)C (3-(2,3,4,6-tetra-O-acetyl-β-D-glucopyranosyloxy)-4-{[4-(3-aminopropoxy)-2-methylphenyl]-methyl}-5-isopropyl-1H-pyrazole), C(C1=CC=CC=C1)OC(=O)NC(=N)N1N=CC=C1 (N-(benzyloxycarbonyl)-1H-pyrazole-1-carboxamidine). Solvent: O1CCCC1 (tetrahydrofuran). Reaction conditions: temperature 60 celsius, time 20 hour. Yields the product C(C)(=O)O[C@H]1[C@@H](O[C@@H]([C@H]([C@@H]1OC(C)=O)OC(C)=O)COC(C)=O)OC1=NNC(=C1CC1=C(C=C(C=C1)OCCCN(C(=N)N)C(=O)OCC1=CC=CC=C1)C)C(C)C (3-(2,3,4,6-tetra-O-acetyl-β-D-glucopyranosyloxy)-4-({4-[3-(N-benzyloxycarbonylguanidino)propoxy]-2-methylphenyl}-methyl)-5-isopropyl-1H-pyrazole). Yield: 55.9%. RXN SMILES: [C:1]([O:4][C@@H:5]1[C@@H:10]([O:11][C:12](=[O:14])[CH3:13])[C@H:9]([O:15][C:16](=[O:18])[CH3:17])[C@@H:8]([CH2:19][O:20][C:21](=[O:23])[CH3:22])[O:7][C@H:6]1[O:24][C:25]1[C:29]([CH2:30][C:31]2[CH:36]=[CH:35][C:34]([O:37][CH2:38][CH2:39][CH2:40]N)=[CH:33][C:32]=2[CH3:42])=[C:28]([CH:43]([CH3:45])[CH3:44])[NH:27][N:26]=1)(=[O:3])[CH3:2].[CH2:46]([O:53][C:54]([NH:56][C:57]([N:59]1C=CC=N1)=[NH:58])=[O:55])[C:47]1[CH:52]=[CH:51][CH:50]=[CH:49][CH:48]=1>O1CCCC1>[C:1]([O:4][C@@H:5]1[C@@H:10]([O:11][C:12](=[O:14])[CH3:13])[C@H:9]([O:15][C:16](=[O:18])[CH3:17])[C@@H:8]([CH2:19][O:20][C:21](=[O:23])[CH3:22])[O:7][C@H:6]1[O:24][C:25]1[C:29]([CH2:30][C:31]2[CH:36]=[CH:35][C:34]([O:37][CH2:38][CH2:39][CH2:40][N:56]([C:54]([O:53][CH2:46][C:47]3[CH:48]=[CH:49][CH:50]=[CH:51][CH:52]=3)=[O:55])[C:57]([NH2:59])=[NH:58])=[CH:33][C:32]=2[CH3:42])=[C:28]([CH:43]([CH3:44])[CH3:45])[NH:27][N:26]=1)(=[O:3])[CH3:2]. Reported procedure: To a solution of 3-(2,3,4,6-tetra-O-acetyl-β-D-glucopyranosyloxy)-4-{[4-(3-aminopropoxy)-2-methylphenyl]-methyl}-5-isopropyl-1H-pyrazole (70 mg) in tetrahydrofuran (3 mL) was added N-(benzyloxycarbonyl)-1H-pyrazole-1-carboxamidine (0.27 g), and the mixture was stirred at 60° C. for 20 hours. The reaction mixture was concentrated under reduced pressure, and the residue was purified by column chromatography on silica gel (eluent: n-hexane/ethyl acetate=1/1-ethyl acetate-ethyl acetate/ethanol=10/1)... Conditions: time 18 hour. The solvent is C1(=CC=CC=C1)C (toluene). Starting materials: C(C1=CC=CC=C1)OC=1C=C(C=CC1)C(O)C1=CC(=CC=C1)Cl ((3-benzyloxyphenyl)(3-chlorophenyl)methanol), C1(=CC=CC=C1)P(=O)(C1=CC=CC=C1)N=[N+]=[N-] (diphenylphosphoryl azide), N12CCCCCC2=NCCC1 (1,8-diazabicyclo[5.4.0]undec-7-ene). Reaction SMILES: [CH2:1]([O:8][C:9]1[CH:10]=[C:11]([CH:15]([C:17]2[CH:22]=[CH:21][CH:20]=[C:19]([Cl:23])[CH:18]=2)O)[CH:12]=[CH:13][CH:14]=1)[C:2]1[CH:7]=[CH:6][CH:5]=[CH:4][CH:3]=1.C1(P([N:38]=[N+:39]=[N-:40])(C2C=CC=CC=2)=O)C=CC=CC=1.N12CCCN=C1CCCCC2>C1(C)C=CC=CC=1>[CH2:1]([O:8][C:9]1[CH:10]=[C:11]([CH:15]([N:38]=[N+:39]=[N-:40])[C:17]2[CH:22]=[CH:21][CH:20]=[C:19]([Cl:23])[CH:18]=2)[CH:12]=[CH:13][CH:14]=1)[C:2]1[CH:7]=[CH:6][CH:5]=[CH:4][CH:3]=1. Procedure details: To a stirred solution of (3-benzyloxyphenyl)(3-chlorophenyl)methanol, as described above in Step A, (4.0 g, 12.3 mmol) and diphenylphosphoryl azide (4.1 g, 14.9 mmol) in dry toluene (35 mL) at 0° C., was added 1,8-diazabicyclo[5.4.0]undec-7-ene (2.1 g, 13.8 mmol). The resulting mixture was allowed to warm to ambient temperature, and stirred under argon for 18 hours, then washed with 5% hydrochloric acid (10 mL). The organic layer was dried over Na2SO4, filtered, and concentrated in vacuo. The cr... Yields the product C(C1=CC=CC=C1)OC=1C=C(C=CC1)C(C1=CC(=CC=C1)Cl)N=[N+]=[N-] ((3-Benzyloxyphenyl)(3-chlorophenyl)methyl Azide). Starting materials: ClCCl, CCOC(CBr)=Nc1ccc(Cl)cc1C(=O)c1ccccc1, N. Yields the product CCOC1=Nc2ccc(Cl)cc2C(c2ccccc2)=NC1. RXN SMILES: [CH2:24]([Cl:25])[Cl:26].[Cl:1][c:2]1[cH:3][cH:4][c:5]([N:16]=[C:17]([CH2:18][Br:8])[O:20][CH2:21][CH3:22])[c:6]([C:7]([c:9]2[cH:10][cH:11][cH:12][cH:13][cH:14]2)=[O:19])[cH:15]1.[NH3:23]>>[Cl:1][c:2]1[cH:3][cH:4][c:5]2[c:6]([cH:15]1)[C:7]([c:9]1[cH:10][cH:11][cH:12][cH:13][cH:14]1)=[N:23][CH2:18][C:17]([O:20][CH2:21][CH3:22])=[N:16]2.